Dataset: the Open Reaction Database (ORD), a public repository of structured organic reaction records. Task: describe an organic reaction: reactants, conditions, products, and yield The reactants are O1CCN(CCC1)CCCOC1=CC=C(C=C1)C1(CCOCC1)CN (C-{4-[4-(3-[1,4]Oxazepan-4-yl-propoxy)-phenyl]-tetrahydro-pyran-4-yl}-methylamine), BrCCOCCBr (1-Bromo-2-(2-bromo-ethoxy)-ethane), C(=O)([O-])[O-].[K+].[K+] (K2CO3). The solvent is C(C)#N (acetonitrile). Run at temperature 60 celsius. Yields the product N (NH3), N1(CCOCC1)CC1(CCOCC1)C1=CC=C(OCCCN2CCOCCC2)C=C1 (4-(3-{4-[4-(morpholin-4-ylmethyl)tetrahydro-2H-pyran-4-yl]phenoxy}propyl)-1,4-oxazepane). The yield is 83.3%. RXN SMILES: [O:1]1[CH2:7][CH2:6][CH2:5][N:4]([CH2:8][CH2:9][CH2:10][O:11][C:12]2[CH:17]=[CH:16][C:15]([C:18]3([CH2:24][NH2:25])[CH2:23][CH2:22][O:21][CH2:20][CH2:19]3)=[CH:14][CH:13]=2)[CH2:3][CH2:2]1.Br[CH2:27][CH2:28][O:29][CH2:30][CH2:31]Br.C([O-])([O-])=O.[K+].[K+]>C(#N)C>[NH3:4].[N:25]1([CH2:24][C:18]2([C:15]3[CH:16]=[CH:17][C:12]([O:11][CH2:10][CH2:9][CH2:8][N:4]4[CH2:5][CH2:6][CH2:7][O:1][CH2:2][CH2:3]4)=[CH:13][CH:14]=3)[CH2:23][CH2:22][O:21][CH2:20][CH2:19]2)[CH2:31][CH2:30][O:29][CH2:28][CH2:27]1 |f:2.3.4|. Procedure details: C-{4-[4-(3-[1,4]Oxazepan-4-yl-propoxy)-phenyl]-tetrahydro-pyran-4-yl}-methylamine (150 mg, 0.43 mmol) and 1-Bromo-2-(2-bromo-ethoxy)-ethane (110 mg, 0.47 mmol) were dissolved in acetonitrile (10 ml) and K2CO3 (130 mg, 0.95 mmol) was added. The solution was heated at 60° C. for 18 hours before filtering the solution to remove to the solid K2CO3. The filtrate was concentrated in vacuo before purifying using column chromatography, eluting with a gradient of DCM:MeOH:NH3 (from 99:1:0.1 to 90:10:1) t... Starting materials: CC1=NC2=C(C=CC=C2C(=N1)OC1=CC(=CC=C1)C(F)(F)F)N (2-methyl-4-(3-(trifluoromethyl)phenoxy)quinazolin-8-amine), CCN(C(C)C)C(C)C (DIPEA), ClC1=CC=C(C(=C1C(=O)O)F)CNC(C(C)(C)C)=O (6-chloro-2-fluoro-3-(pivalamidomethyl)benzoic acid), C(C(=O)Cl)(=O)Cl (oxalyl chloride). Reagents/catalysts: CN(C)C=O (DMF). Run in C(Cl)Cl (CH2Cl2). Yields the product ClC1=CC=C(C(=C1C(=O)NC=1C=CC=C2C(=NC(=NC12)C)OC1=CC(=CC=C1)C(F)(F)F)F)CNC(C(C)(C)C)=O (6-Chloro-2-fluoro-N-(2-methyl-4-(3-(trifluoromethyl)phenoxy)quinazolin-8-yl)-3-(pivalamidomethyl)benzamide). Isolated yield 13.7%. As a reaction SMILES: [CH3:1][C:2]1[N:11]=[C:10]([O:12][C:13]2[CH:18]=[CH:17][CH:16]=[C:15]([C:19]([F:22])([F:21])[F:20])[CH:14]=2)[C:9]2[C:4](=[C:5]([NH2:23])[CH:6]=[CH:7][CH:8]=2)[N:3]=1.[Cl:24][C:25]1[C:30]([C:31](O)=[O:32])=[C:29]([F:34])[C:28]([CH2:35][NH:36][C:37](=[O:42])[C:38]([CH3:41])([CH3:40])[CH3:39])=[CH:27][CH:26]=1.C(Cl)(=O)C(Cl)=O.CCN(C(C)C)C(C)C>CN(C=O)C.C(Cl)Cl>[Cl:24][C:25]1[C:30]([C:31]([NH:23][C:5]2[CH:6]=[CH:7][CH:8]=[C:9]3[C:4]=2[N:3]=[C:2]([CH3:1])[N:11]=[C:10]3[O:12][C:13]2[CH:18]=[CH:17][CH:16]=[C:15]([C:19]([F:22])([F:20])[F:21])[CH:14]=2)=[O:32])=[C:29]([F:34])[C:28]([CH2:35][NH:36][C:37](=[O:42])[C:38]([CH3:40])([CH3:39])[CH3:41])=[CH:27][CH:26]=1. Reported procedure: The title compound was prepared following the procedure described in Example-1 using 2-methyl-4-(3-(trifluoromethyl)phenoxy)quinazolin-8-amine (Intermediate-49, 150 mg, 0.47 mmol), 6-chloro-2-fluoro-3-(pivalamidomethyl)benzoic acid (Intermediate-2, 200 mg, 0.71 mmol), oxalyl chloride (135 mg, 1.07 mmol), DMF (1 drop) and DIPEA (182 mg, 1.41 mmol) in CH2Cl2 (6 mL) to afford 38 mg of the title product. 1H NMR (300 MHz, DMSO-d6): δ 10.65 (s, 1H), 8.99 (d, 1H), 8.12 (m, 2H), 7.84-7.74 (m, 4H), 7.41 ... Reactants: [Br-].[Br-].NC1=NC(=C(C(=N1)N)N)N (2,4,5,6-tetraminopyrimidine dibromide), BrCC(C=NO)=O (β-bromopyruvaldoxime). Run in CO (methanol), CO (methanol). Yields the product NC1=NC2=NC=C(N=C2C(=N1)N)CBr (2,4-Diamino-6-(bromomethyl)pteridine). Yield: 88.0%. RXN SMILES: [Br-].[Br-].[NH2:3][C:4]1[N:9]=[C:8]([NH2:10])[C:7]([NH2:11])=[C:6]([NH2:12])[N:5]=1.[Br:13][CH2:14][C:15](=O)[CH:16]=NO>CO>[NH2:3][C:4]1[N:9]=[C:8]([NH2:10])[C:7]2[C:6](=[N:12][CH:16]=[C:15]([CH2:14][Br:13])[N:11]=2)[N:5]=1 |f:0.1.2|. Procedure: A suspension of 5 mmol 2,4,5,6-tetraminopyrimidine dibromide in 50 ml methanol was treated with a solution of 7.5 mmol β-bromopyruvaldoxime in 10 ml of methanol at reflux temperature for 2 h. The 2,4-diamino-6-(bromomethyl)pteridine was collected after neutralization with concentrated NH3 at room temperature, washed with methanol, ether and dried at 100° C. in an oven. 1H NMR (250 MHz, ppm, DMSO-d6), δ 8.84 (s, 1H, C7—H). The yield was 88%.